From a dataset of the Open Reaction Database (ORD), a public repository of structured organic reaction records. describe an organic reaction: reactants, conditions, products, and yield Reactants: COc1ccc2c(O)c(-c3ccccc3)c(C)cc2c1, O=Cc1ccc(F)cc1, [H-], [Na+], CN(C)C=O. Product: COc1ccc2c(Oc3ccc(C=O)cc3)c(-c3ccccc3)c(C)cc2c1. Reaction SMILES: [CH3:1][O:2][c:3]1[cH:4][c:5]2[cH:6][c:7]([CH3:20])[c:8](-[c:14]3[cH:15][cH:16][cH:17][cH:18][cH:19]3)[c:9]([OH:13])[c:10]2[cH:11][cH:12]1.[F:23][c:24]1[cH:25][cH:26][c:27]([CH:28]=[O:29])[cH:30][cH:31]1.[H-:22].[Na+:21].[O:32]=[CH:33][N:34]([CH3:35])[CH3:36]>>[CH3:1][O:2][c:3]1[cH:4][c:5]2[cH:6][c:7]([CH3:20])[c:8](-[c:14]3[cH:15][cH:16][cH:17][cH:18][cH:19]3)[c:9]([O:13][c:24]3[cH:25][cH:26][c:27]([CH:28]=[O:29])[cH:30][cH:31]3)[c:10]2[cH:11][cH:12]1. Reactants: Br, ClCCl, C=[N+]=[N-], O=C(Cl)C1CCCO1. Yields the product O=C(CBr)C1CCCO1. RXN SMILES: [BrH:12].[Cl:13][CH2:14][Cl:15].[N+:1](=[N-:2])=[CH2:3].[O:4]1[CH:5]([C:9](=[O:10])[Cl:11])[CH2:6][CH2:7][CH2:8]1>>[CH2:3]([C:9]([CH:5]1[O:4][CH2:8][CH2:7][CH2:6]1)=[O:10])[Br:12]. Starting materials: C1(C=2C(C(N1OCC(=O)OC(C)(C)C)=O)=CC=CC2)=O (tert-Butyl phthalimidooxyacetate), C1(C=2C(C(N1OCC(=O)OC(C)(C)C)=O)=CC=CC2)=O (tert-Butyl phthalimidooxyacetate), FC(C(=O)O)(F)F (trifluoroacetic acid). Solvent: ClCCl (dichloromethane). Run at time 1 hour. Product: C1(C=2C(C(N1OCC(=O)O)=O)=CC=CC2)=O (Phthalimidooxyacetic Acid). The yield is 100.0%. Reaction SMILES: [C:1]1(=[O:20])[N:5]([O:6][CH2:7][C:8]([O:10]C(C)(C)C)=[O:9])[C:4](=[O:15])[C:3]2=[CH:16][CH:17]=[CH:18][CH:19]=[C:2]12.FC(F)(F)C(O)=O>ClCCl>[C:4]1(=[O:15])[N:5]([O:6][CH2:7][C:8]([OH:10])=[O:9])[C:1](=[O:20])[C:2]2=[CH:19][CH:18]=[CH:17][CH:16]=[C:3]12. Procedure: tert-Butyl phthalimidooxyacetate (compound 8) (0.5 g, 1.8 mmol) was dissolved in dichloromethane (5 mL), and trifluoroacetic acid (1.5 mL) was added, as illustrated in FIG. 6. The mixture was stirred at RT for one hour and evaporated to dryness. The residue was azeotroped with chloroform (3 times) to yield a white solid weighing 0.393 g (100% yield). The compound was characterized by NMR and MS as follows: 1) C-NMR (d-DMSO): 73.73, 124.13, 129.43, 135.65, 163.46, 168.87 ppm; and 2) H-NMR (d-DMSO... Reactants: C(CCC)N(C1=CC(=C(C=C1)C=CC1=CC=C(S1)C=O)O[Si](C1=CC=CC=C1)(C1=CC=CC=C1)C(C)(C)C)CCCC (5-[2-[4-dibutylamino-2-(tert-butyldiphenylsiloxy)phenyl]vinyl]thiophene-2-carboaldehyde), [F-].C(CCC)[N+](CCCC)(CCCC)CCCC (tetrabutylammonium fluoride), O (water), C(C)(=O)OCC (ethyl acetate). The solvent is O1CCCC1 (tetrahydrofuran). The product is C(CCC)N(C1=CC(=C(C=C1)C=CC1=CC=C(S1)C=O)O)CCCC (5-[2-(4-dibutylamino-2-hydroxyphenyl)vinyl]thiophene-2-carboaldehyde). The yield is 93.5%. RXN SMILES: [CH2:1]([N:5]([CH2:39][CH2:40][CH2:41][CH3:42])[C:6]1[CH:11]=[CH:10][C:9]([CH:12]=[CH:13][C:14]2[S:18][C:17]([CH:19]=[O:20])=[CH:16][CH:15]=2)=[C:8]([O:21][Si](C(C)(C)C)(C2C=CC=CC=2)C2C=CC=CC=2)[CH:7]=1)[CH2:2][CH2:3][CH3:4].[F-].C([N+](CCCC)(CCCC)CCCC)CCC.O.C(OCC)(=O)C>O1CCCC1>[CH2:39]([N:5]([CH2:1][CH2:2][CH2:3][CH3:4])[C:6]1[CH:11]=[CH:10][C:9]([CH:12]=[CH:13][C:14]2[S:18][C:17]([CH:19]=[O:20])=[CH:16][CH:15]=2)=[C:8]([OH:21])[CH:7]=1)[CH2:40][CH2:41][CH3:42] |f:1.2|. Procedure details: In 10 ml of tetrahydrofuran was dissolved 488 mg (0.82 mmol) of 5-[2-[4-dibutylamino-2-(tert-butyldiphenylsiloxy)phenyl]vinyl]thiophene-2-carboaldehyde, and 2.5 ml of tetrabutylammonium fluoride (1 mol solution in tetrahydrofuran) was added dropwise thereto with stirring at room temperature. The mixture was stirred for 35 minutes. After the reaction mixture was poured into water, extraction with ethyl acetate, washing with a saturated saline solution, drying over anhydrous sodium sulfate, and co... The reactants are CC(C)C[Al+]CC(C)C, CCOC(=O)Cc1c(CC)nn(CC)c1CC, [H-], C1CCOC1. Product: CCc1nn(CC)c(CC)c1CC=O. As a reaction SMILES: [CH2:19]([Al+:20][CH2:21][CH:22]([CH3:23])[CH3:24])[CH:25]([CH3:26])[CH3:27].[CH2:1]([O:3][C:4](=[O:2])[CH2:5][c:6]1[c:7]([CH2:15][CH3:16])[n:8][n:9]([CH2:13][CH3:14])[c:10]1[CH2:11][CH3:12])[CH3:17].[H-:18].[O:28]1[CH2:29][CH2:30][CH2:31][CH2:32]1>>[O:3]=[CH:4][CH2:5][c:6]1[c:7]([CH2:15][CH3:16])[n:8][n:9]([CH2:13][CH3:14])[c:10]1[CH2:11][CH3:12]. Starting materials: CCO, NS(=O)(=O)c1cc(C(=O)OCc2ccn3nc(-c4ccc(F)cc4)c(-c4ccncc4)c3c2)ccc1Cl, NN. RXN SMILES: [CH3:40][CH2:41][OH:42].[NH2:1][S:2]([c:3]1[cH:4][c:5]([C:10]([O:34][CH2:11][c:12]2[cH:13][c:14]3[n:15]([cH:16][cH:17]2)[n:18][c:19](-[c:27]2[cH:28][cH:29][c:30]([F:33])[cH:31][cH:32]2)[c:20]3-[c:21]2[cH:22][cH:23][n:24][cH:25][cH:26]2)=[O:35])[cH:6][cH:7][c:8]1[Cl:9])(=[O:36])=[O:37].[NH2:38][NH2:39]>>[CH2:11]([c:12]1[cH:13][c:14]2[n:15]([cH:16][cH:17]1)[n:18][c:19](-[c:27]1[cH:28][cH:29][c:30]([F:33])[cH:31][cH:32]1)[c:20]2-[c:21]1[cH:22][cH:23][n:24][cH:25][cH:26]1)[NH2:38]. Product: NCc1ccn2nc(-c3ccc(F)cc3)c(-c3ccncc3)c2c1. Reactants: C(C)(C)(C)OC(=O)N[C@@H](CC1=CC=C(C=C1)O)C(=O)NCC1=CC(=C(C=C1)O)O (N-(N-tert-butoxycarbonyl-L-tyrosyl)-3,4-dihydroxybenzylamine), crude intermediate, C(\C=C\C1=CC(O)=C(O)C=C1)(=O)O (caffeic acid). Conditions: time 2 hour. Product: C(\C=C\C1=CC(O)=C(O)C=C1)(=O)N[C@@H](CC1=CC=C(C=C1)O)C(=O)NCC1=CC(=C(C=C1)O)O (N-(N′-caffeoyl-L-tyrosyl)-3,4-dihydroxybenzylamine). The yield is 51.2%. RXN SMILES: C(O[C:6]([NH:8][C@H:9]([C:18]([NH:20][CH2:21][C:22]1[CH:27]=[CH:26][C:25]([OH:28])=[C:24]([OH:29])[CH:23]=1)=[O:19])[CH2:10][C:11]1[CH:16]=[CH:15][C:14]([OH:17])=[CH:13][CH:12]=1)=[O:7])(C)(C)C.C(O)(=O)/[CH:31]=[CH:32]/[C:33]1[CH:40]=[CH:39][C:37]([OH:38])=[C:35]([OH:36])[CH:34]=1>>[C:6]([NH:8][C@H:9]([C:18]([NH:20][CH2:21][C:22]1[CH:27]=[CH:26][C:25]([OH:28])=[C:24]([OH:29])[CH:23]=1)=[O:19])[CH2:10][C:11]1[CH:12]=[CH:13][C:14]([OH:17])=[CH:15][CH:16]=1)(=[O:7])/[CH:31]=[CH:32]/[C:33]1[CH:40]=[CH:39][C:37]([OH:38])=[C:35]([OH:36])[CH:34]=1. Procedure details: The title compound was prepared from N-(N-tert-butoxycarbonyl-L-tyrosyl)-3,4-dihydroxybenzylamine (example 56, step A) (1.4 g, 3.3 mmol) according to the indications of example 3, for 2 h. The crude intermediate was coupled with caffeic acid (978 mg, 5.4 mmol) according to the indications of example 4. The crude product was purified by flash chromatography using 40-80% AcOEt/CH2Cl2 containing 1% AcOH to yield the title product as yellow crystals (784 mg, 47%). Reactants: BrC=1C=CC2=C(C=CS2)C1 (5-Bromobenzothiophene), COC(Cl)Cl (dichloromethyl methyl ether), C(=O)(O)[O-].[Na+] (NaHCO3). Reagents/catalysts: [Ti](Cl)(Cl)(Cl)Cl (Titanium tetrachloride). Run in ClCCCl (1,2-dichloroethane). Reaction conditions: time 1 hour. Product: BrC1=CC2=C(SC=C2C=O)C=C1 (5-bromo-benzo[b]thiophene-3-carbaldehyde). Yield: 72.9%. Reaction SMILES: [Br:1][C:2]1[CH:3]=[CH:4][C:5]2[S:9][CH:8]=[CH:7][C:6]=2[CH:10]=1.[CH3:11][O:12]C(Cl)Cl.C([O-])(O)=O.[Na+]>ClCCCl.[Ti](Cl)(Cl)(Cl)Cl>[Br:1][C:2]1[CH:3]=[CH:4][C:5]2[S:9][CH:8]=[C:7]([CH:11]=[O:12])[C:6]=2[CH:10]=1 |f:2.3|. Procedure: 5-Bromobenzothiophene (1.60 g, 7.51 mmol) and dichloromethyl methyl ether (1.29 g, 11.3 mmol) were dissolved in anhydrous 1,2-dichloroethane (75 mL). Titanium tetrachloride (2.14 g, 11.3 mmol) was added, turning the solution dark. After one hour at room temperature, the reaction was poured into a mixture of saturated aqueous NaHCO3 and ice. The mixture was stirred for about 30 minutes and then was extracted with DCM (2×100 mL). The extracts were concentrated and chromatographed (0 to 5% ethyl ac... The reactants are BrC=1C=CC2=C([C@H](O[C@@H](C(N2CC(C)(C)C)=O)CC(=O)OCC)C2=NC=CC=C2)C1 (ethyl trans-7-bromo-1-neopentyl-5-(2-pyridyl)-2-oxo-1,2,3,5-tetrahydro-4,1-benzoxazepine-3-acetate), aqueous solution, C([O-])([O-])=O.[K+].[K+] (potassium carbonate). The solvent is CO (methanol). Product: BrC=1C=CC2=C([C@H](O[C@@H](C(N2CC(C)(C)C)=O)CC(=O)O)C2=NC=CC=C2)C1 (trans-7-bromo-1-neopentyl-5-(2-pyridyl)-2-oxo-1,2,3,5-tetrahydro-4,1-benzoxazepine-3-acetic acid). Isolated yield 69.9%. Reaction SMILES: [Br:1][C:2]1[CH:3]=[CH:4][C:5]2[N:11]([CH2:12][C:13]([CH3:16])([CH3:15])[CH3:14])[C:10](=[O:17])[C@@H:9]([CH2:18][C:19]([O:21]CC)=[O:20])[O:8][C@H:7]([C:24]3[CH:29]=[CH:28][CH:27]=[CH:26][N:25]=3)[C:6]=2[CH:30]=1.C(=O)([O-])[O-].[K+].[K+]>CO>[Br:1][C:2]1[CH:3]=[CH:4][C:5]2[N:11]([CH2:12][C:13]([CH3:16])([CH3:15])[CH3:14])[C:10](=[O:17])[C@@H:9]([CH2:18][C:19]([OH:21])=[O:20])[O:8][C@H:7]([C:24]3[CH:29]=[CH:28][CH:27]=[CH:26][N:25]=3)[C:6]=2[CH:30]=1 |f:1.2.3|. Procedure: In 20 ml of methanol was dissolved 1.9 g of ethyl trans-7-bromo-1-neopentyl-5-(2-pyridyl)-2-oxo-1,2,3,5-tetrahydro-4,1-benzoxazepine-3-acetate obtained in Example 131. To the solution was added 10 ml of an aqueous solution containing 1.1 g of potassium carbonate. The mixture was heated and refluxed for 30 minutes, and then concentrated under reduced pressure. The concentrate was crystallized by the addition of 30 ml of a hydrochloric acid aqueous solution. The product was collected by filteratio...